Dataset: the Open Reaction Database (ORD), a public repository of structured organic reaction records. Task: describe an organic reaction: reactants, conditions, products, and yield Starting materials: ClC1=CC=C(C=N1)CC=1C=C2C(N(C=NC2=C2C1C=CCN2C)[C@@H]2[C@H](CCCC2)O)=O (6-[(6-chloropyridin-3-yl)methyl]-3-[(1S,2S)-2-hydroxycyclohexyl]-10-methyl-9,10-dihydropyrido[3,2-h]quinazolin-4(3H)-one), C[S-].[Na+] (sodium thiomethoxide). Run in C(C)(=O)OCC (ethyl acetate), CS(=O)C (DMSO). Product: O[C@@H]1[C@H](CCCC1)N1C=NC2=C3C(=C(C=C2C1=O)CC=1C(=NC=CC1)SC)C=CCN3C (3-[(1S,2S)-2-Hydroxycyclohexyl]-10-methyl-6-{[-(methylthio)-pyridin-3-yl]methyl}-9,10-dihydropyrido[3,2-h]quinazolin-4(3H)-one). Conditions: temperature 100 celsius. Reaction SMILES: Cl[C:2]1[N:7]=[CH:6][C:5]([CH2:8][C:9]2[CH:10]=[C:11]3[C:16](=[C:17]4[N:22]([CH3:23])[CH2:21][CH:20]=[CH:19][C:18]=24)[N:15]=[CH:14][N:13]([C@H:24]2[CH2:29][CH2:28][CH2:27][CH2:26][C@@H:25]2[OH:30])[C:12]3=[O:31])=[CH:4][CH:3]=1.[CH3:32][S-:33].[Na+]>CS(C)=O.C(OCC)(=O)C>[OH:30][C@H:25]1[CH2:26][CH2:27][CH2:28][CH2:29][C@@H:24]1[N:13]1[C:12](=[O:31])[C:11]2[C:16](=[C:17]3[N:22]([CH3:23])[CH2:21][CH:20]=[CH:19][C:18]3=[C:9]([CH2:8][C:5]3[C:6]([S:33][CH3:32])=[N:7][CH:2]=[CH:3][CH:4]=3)[CH:10]=2)[N:15]=[CH:14]1 |f:1.2|. Procedure details: To a solution of 6-[(6-chloropyridin-3-yl)methyl]-3-[(1S,2S)-2-hydroxycyclohexyl]-10-methyl-9,10-dihydropyrido[3,2-h]quinazolin-4(3H)-one (Example 1, 0.050 g, 0.11 mmol) in 2 mL of DMSO was added sodium thiomethoxide (0.024 g, 0.34 mol). The mixture was heated in a sealed tube at 100° C. for 15 h, cooled to room temperature, and diluted with ethyl acetate. The organic solution was washed with saturated aqueous sodium bicarbonate and brine, dried over sodium sulfate, filtered, and concentrated in... The reactants are Clc1nc(N2CCOCC2)c2sc(CBr)cc2n1, COP(=O)(OC)OC, O. Yields the product COP(=O)(Cc1cc2nc(Cl)nc(N3CCOCC3)c2s1)OC. Reaction SMILES: [Br:1][CH2:2][c:3]1[cH:4][c:5]2[n:6][c:7]([Cl:18])[n:8][c:9]([N:12]3[CH2:13][CH2:14][O:15][CH2:16][CH2:17]3)[c:10]2[s:11]1.[CH3:19][O:20][P:21](=[O:22])([O:23][CH3:24])[O:25][CH3:26].[OH2:27]>>[CH2:2]([c:3]1[cH:4][c:5]2[n:6][c:7]([Cl:18])[n:8][c:9]([N:12]3[CH2:13][CH2:14][O:15][CH2:16][CH2:17]3)[c:10]2[s:11]1)[P:21]([O:20][CH3:19])(=[O:22])[O:23][CH3:24]. The reactants are (1,2,3,5/0)-1,2-anhydro-3,6-dibromo-cyclohex-4-ene-1,2-diol, P(=O)([O-])([O-])O.[Na+].[Na+] (disodium phosphate), FC(C(=O)OO)(F)F (trifluoroperacetic acid). Solvent: C(Cl)Cl (methylene chloride). Reaction conditions: time 24 hour. Product: FC(C(=O)OO)(F)F (Trifluoroperacetic acid), bis-trifluoroacetic anhydride, OO (hydrogen peroxide). As a reaction SMILES: P(O)([O-])([O-])=O.[Na+].[Na+].[F:8][C:9]([F:15])([F:14])[C:10]([O:12][OH:13])=[O:11]>C(Cl)Cl>[F:8][C:9]([F:15])([F:14])[C:10]([O:12][OH:13])=[O:11].[OH:12][OH:13] |f:0.1.2|. Procedure: 2.54 g (10 mmoles) of (1,2,3,5/0)-1,2-anhydro-3,6-dibromo-cyclohex-4-ene-1,2-diol are dissolved in 50 ml of methylene chloride, 5.68 g (40 mmoles) of finely powdered disodium phosphate are added, followed by 15 mmoles of trifluoroperacetic acid added whilst cooling with ice, and the mixture is stirred for 24 hours at 0°-10° C. (Trifluoroperacetic acid is obtained from bis-trifluoroacetic anhydride and 85 percent strength hydrogen peroxide). The solvent is stripped off and the entire residue is t... The reactants are Cc1cc(Br)cc(C#N)c1, O=C(OOC(=O)c1ccccc1)c1ccccc1, ClC(Cl)(Cl)Cl, O=C1CCC(=O)N1Br. Product: N#Cc1cc(Br)cc(CBr)c1. RXN SMILES: [Br:1][c:2]1[cH:3][c:4]([C:5]#[N:6])[cH:7][c:8]([CH3:10])[cH:9]1.[C:19]([O:20][O:21][C:22](=[O:23])[c:24]1[cH:25][cH:26][cH:27][cH:28][cH:29]1)(=[O:30])[c:31]1[cH:32][cH:33][cH:34][cH:35][cH:36]1.[Cl:37][C:38]([Cl:39])([Cl:40])[Cl:41].[O:11]=[C:12]1[N:13]([Br:18])[C:14](=[O:15])[CH2:16][CH2:17]1>>[Br:1][c:2]1[cH:3][c:4]([C:5]#[N:6])[cH:7][c:8]([CH2:10][Br:18])[cH:9]1. Reactants: BrCCCCCCOC1CCCCO1, [C-]#[C-], NCCN, CS(C)=O, [Li+], [Li+], O. The product is C#CCCCCCCOC1CCCCO1. As a reaction SMILES: [Br:13][CH2:14][CH2:15][CH2:16][CH2:17][CH2:18][CH2:19][O:20][CH:21]1[O:22][CH2:23][CH2:24][CH2:25][CH2:26]1.[C-:5]#[C-:6].[CH2:1]([CH2:2][NH2:4])[NH2:3].[CH3:9][S:10](=[O:11])[CH3:12].[Li+:7].[Li+:8].[OH2:27]>>[C:1](#[CH:2])[CH2:14][CH2:15][CH2:16][CH2:17][CH2:18][CH2:19][O:20][CH:21]1[O:22][CH2:23][CH2:24][CH2:25][CH2:26]1. Reactants: CCO, COC(=O)c1c(-c2ccccc2)c2cc(Br)ccc2c(=O)n1Cc1ccc2c(c1)OCO2, Cc1ccccc1, [Na+], [Na+], O=C([O-])[O-], O, OB(O)c1ccccc1, c1ccc(P(c2ccccc2)(c2ccccc2)[Pd](P(c2ccccc2)(c2ccccc2)c2ccccc2)(P(c2ccccc2)(c2ccccc2)c2ccccc2)P(c2ccccc2)(c2ccccc2)c2ccccc2)cc1. Product: COC(=O)c1c(-c2ccccc2)c2cc(-c3ccccc3)ccc2c(=O)n1Cc1ccc2c(c1)OCO2. RXN SMILES: [CH3:133][CH2:134][OH:135].[CH3:1][O:2][C:3](=[O:4])[c:5]1[n:6]([CH2:23][c:24]2[cH:25][c:26]3[c:27]([cH:31][cH:32]2)[O:28][CH2:29][O:30]3)[c:7](=[O:22])[c:8]2[cH:9][cH:10][c:11]([Br:21])[cH:12][c:13]2[c:14]1-[c:15]1[cH:16][cH:17][cH:18][cH:19][cH:20]1.[CH3:42][c:43]1[cH:44][cH:45][cH:46][cH:47][cH:48]1.[Na+:49].[Na+:50].[O-:51][C:52](=[O:53])[O-:54].[OH2:132].[OH:33][B:34]([OH:35])[c:36]1[cH:37][cH:38][cH:39][cH:40][cH:41]1.[cH:55]1[cH:56][cH:57][c:58]([P:59]([Pd:60]([P:61]([c:62]2[cH:63][cH:64][cH:65][cH:66][cH:67]2)([c:68]2[cH:69][cH:70][cH:71][cH:72][cH:73]2)[c:74]2[cH:75][cH:76][cH:77][cH:78][cH:79]2)([P:80]([c:81]2[cH:82][cH:83][cH:84][cH:85][cH:86]2)([c:87]2[cH:88][cH:89][cH:90][cH:91][cH:92]2)[c:93]2[cH:94][cH:95][cH:96][cH:97][cH:98]2)[P:99]([c:100]2[cH:101][cH:102][cH:103][cH:104][cH:105]2)([c:106]2[cH:107][cH:108][cH:109][cH:110][cH:111]2)[c:112]2[cH:113][cH:114][cH:115][cH:116][cH:117]2)([c:118]2[cH:119][cH:120][cH:121][cH:122][cH:123]2)[c:124]2[cH:125][cH:126][cH:127][cH:128][cH:129]2)[cH:130][cH:131]1>>[CH3:1][O:2][C:3](=[O:4])[c:5]1[n:6]([CH2:23][c:24]2[cH:25][c:26]3[c:27]([cH:31][cH:32]2)[O:28][CH2:29][O:30]3)[c:7](=[O:22])[c:8]2[cH:9][cH:10][c:11](-[c:36]3[cH:37][cH:38][cH:39][cH:40][cH:41]3)[cH:12][c:13]2[c:14]1-[c:15]1[cH:16][cH:17][cH:18][cH:19][cH:20]1. Starting materials: ClC=1C=CC(=C(N)C1)[N+](=O)[O-] (5-Chloro-2-nitroaniline), CN1CCNCC1 (1-methyl piperazine), ClC=1C=CC(=C(N)C1)[N+](=O)[O-] (5-chloro-2-nitroaniline). Run in O (water), O (water). The product is CN1CCN(CC1)C=1C=CC(=C(N)C1)[N+](=O)[O-] (5-(4-Methyl-piperazin-1-yl)-2-nitroaniline). The yield is 97.9%. As a reaction SMILES: Cl[C:2]1[CH:3]=[CH:4][C:5]([N+:9]([O-:11])=[O:10])=[C:6]([CH:8]=1)[NH2:7].[CH3:12][N:13]1[CH2:18][CH2:17][NH:16][CH2:15][CH2:14]1>O>[CH3:12][N:13]1[CH2:18][CH2:17][N:16]([C:2]2[CH:3]=[CH:4][C:5]([N+:9]([O-:11])=[O:10])=[C:6]([CH:8]=2)[NH2:7])[CH2:15][CH2:14]1. Procedure details: 5-Chloro-2-nitroaniline (500 g, 2.898 mol) and 1-methyl piperazine (871 g, 8.693 mol) were placed in a 2000 mL flask fitted with a condenser and purged with N2. The flask was placed in an oil bath at 100° C. and heated until the 5-chloro-2-nitroaniline was completely reacted (typically overnight) as determined by HPLC. After HPLC confirmed the disappearance of the 5-chloro-2-nitroaniline, the reaction mixture was poured directly (still warm) into 2500 mL of room temperature water with mechanical...